Dataset: the Open Reaction Database (ORD), a public repository of structured organic reaction records. Task: describe an organic reaction: reactants, conditions, products, and yield Reactants: C(C(=O)Cl)(=O)Cl (Oxalyl chloride), C(C1=CC=CC=C1)OC=1C=C(C(=O)O)C=C(C1)OCC1=CC=CC=C1 (3,5-dibenzyloxybenzoic acid), CN1N=C(C=C1)N (1-methyl-1H-pyrazol-3-amine). The solvent is C(Cl)Cl (DCM), C(Cl)Cl (DCM). Run at time 6 hour. Yields the product CN1N=C(C=C1)NC(C1=CC(=CC(=C1)OCC1=CC=CC=C1)OCC1=CC=CC=C1)=O (N-(1-Methyl-1H-pyrazol-3-yl)-3,5-bis[(phenylmethyl)oxy]benzamide). The yield is 59.9%. RXN SMILES: C(Cl)(=O)C(Cl)=O.[CH2:7]([O:14][C:15]1[CH:16]=[C:17]([CH:21]=[C:22]([O:24][CH2:25][C:26]2[CH:31]=[CH:30][CH:29]=[CH:28][CH:27]=2)[CH:23]=1)[C:18](O)=[O:19])[C:8]1[CH:13]=[CH:12][CH:11]=[CH:10][CH:9]=1.[CH3:32][N:33]1[CH:37]=[CH:36][C:35]([NH2:38])=[N:34]1>C(Cl)Cl>[CH3:32][N:33]1[CH:37]=[CH:36][C:35]([NH:38][C:18](=[O:19])[C:17]2[CH:16]=[C:15]([O:14][CH2:7][C:8]3[CH:9]=[CH:10][CH:11]=[CH:12][CH:13]=3)[CH:23]=[C:22]([O:24][CH2:25][C:26]3[CH:27]=[CH:28][CH:29]=[CH:30][CH:31]=3)[CH:21]=2)=[N:34]1. Procedure: Oxalyl chloride (7.71 mL, 89.7 mmol) was added dropwise to a suspension of 3,5-dibenzyloxybenzoic acid (20.0 g, 59.8 mmol) in DCM (0.5 L) under argon. The reaction was stirred at RT for 6 hours after which time the volatiles were removed in vacuo. The residue was taken up in DCM (300 mL) and a solution of 1-methyl-1H-pyrazol-3-amine (5.81 g, 59.8 mmol) in DCM (50 mL) was added dropwise. The resulting solution was stirred for 16 hours at RT after which time a precipitate had formed. The solid was... Reactants: OCCCCO[C@@H]1CC[C@H](CC1)CN(S(=O)(=O)C1=CC=C(C=C1)C(F)(F)F)C (trans-N-[4-(4-hydroxy-butoxy)-cyclohexylmethyl]-N-methyl-4-trifluoromethyl-benzenesulfonamide), CS(=O)(=O)Cl (methanesulfonyl chloride). Yields the product CN(S(=O)(=O)C1=CC=C(C=C1)C(F)(F)F)C[C@@H]1CC[C@H](CC1)OCCCCOS(=O)(=O)C (trans-methanesulfonic acid 4-(4-{[methyl-(4-trifluoromethyl-benzenesulfonyl)-amino]-methyl}-cyclohexyloxy)-butyl ester). Reaction SMILES: [OH:1][CH2:2][CH2:3][CH2:4][CH2:5][O:6][C@H:7]1[CH2:12][CH2:11][C@H:10]([CH2:13][N:14]([CH3:28])[S:15]([C:18]2[CH:23]=[CH:22][C:21]([C:24]([F:27])([F:26])[F:25])=[CH:20][CH:19]=2)(=[O:17])=[O:16])[CH2:9][CH2:8]1.[CH3:29][S:30](Cl)(=[O:32])=[O:31]>>[CH3:28][N:14]([CH2:13][C@H:10]1[CH2:11][CH2:12][C@H:7]([O:6][CH2:5][CH2:4][CH2:3][CH2:2][O:1][S:30]([CH3:29])(=[O:32])=[O:31])[CH2:8][CH2:9]1)[S:15]([C:18]1[CH:19]=[CH:20][C:21]([C:24]([F:27])([F:25])[F:26])=[CH:22][CH:23]=1)(=[O:16])=[O:17]. Procedure details: In analogy to the procedure described in example 3.4, trans-N-[4-(4-hydroxy-butoxy)-cyclohexylmethyl]-N-methyl-4-trifluoromethyl-benzenesulfonamide was treated with methanesulfonyl chloride to yield trans-methanesulfonic acid 4-(4-{[methyl-(4-trifluoromethyl-benzenesulfonyl)-amino]-methyl}-cyclohexyloxy)-butyl ester as colorless solid, MS: 502 (M+). The reactants are COc1ccc2cc(C(C)(OC)c3cn(C(c4ccccc4)(c4ccccc4)c4ccccc4)cn3)ccc2c1, CO, Cl, c1ccncc1. Yields the product COc1ccc2cc(C(C)(OC)c3c[nH]cn3)ccc2c1. As a reaction SMILES: [CH3:1][O:2][C:3]([CH3:4])([c:5]1[cH:6][c:7]2[cH:8][cH:9][c:10]([O:15][CH3:16])[cH:11][c:12]2[cH:13][cH:14]1)[c:17]1[n:18][cH:19][n:20]([C:22]([c:23]2[cH:24][cH:25][cH:26][cH:27][cH:28]2)([c:29]2[cH:30][cH:31][cH:32][cH:33][cH:34]2)[c:35]2[cH:36][cH:37][cH:38][cH:39][cH:40]2)[cH:21]1.[CH3:48][OH:49].[ClH:41].[n:42]1[cH:43][cH:44][cH:45][cH:46][cH:47]1>>[CH3:1][O:2][C:3]([CH3:4])([c:5]1[cH:6][c:7]2[cH:8][cH:9][c:10]([O:15][CH3:16])[cH:11][c:12]2[cH:13][cH:14]1)[c:17]1[n:18][cH:19][nH:20][cH:21]1. Starting materials: OC1=CC(=NC=N1)COC(CCCCC)=O (hexanoic acid 6-hydroxy-pyrimidin-4-ylmethyl ester), CN(C1=CC=CC=C1)C (N,N-dimethylaniline), O=P(Cl)(Cl)Cl (POCl3). The reagents and catalysts are [N+](CC)(CC)(CC)CC.[Cl-] (Et4NCl). The solvent is C(C)#N (acetonitrile). Reaction conditions: temperature 60 celsius, time 1 hour. Product: ClC1=CC(=NC=N1)COC(CCCCC)=O (Hexanoic acid 6-chloro-pyrimidin-4-ylmethyl ester). Reaction SMILES: O[C:2]1[N:7]=[CH:6][N:5]=[C:4]([CH2:8][O:9][C:10](=[O:16])[CH2:11][CH2:12][CH2:13][CH2:14][CH3:15])[CH:3]=1.CN(C)C1C=CC=CC=1.O=P(Cl)(Cl)[Cl:28]>[N+](CC)(CC)(CC)CC.[Cl-].C(#N)C>[Cl:28][C:2]1[N:7]=[CH:6][N:5]=[C:4]([CH2:8][O:9][C:10](=[O:16])[CH2:11][CH2:12][CH2:13][CH2:14][CH3:15])[CH:3]=1 |f:3.4|. Procedure: To a solution of 915 mg (4.08 mMol) hexanoic acid 6-hydroxy-pyrimidin-4-ylmethyl ester, 1.48 g (8.98 mMol) Et4NCl and 698 μl (5.44 mMol) N,N-dimethylaniline in 30 ml of acetonitrile, 3.73 ml (40.8 mMol) POCl3 are added. After stirring for 1 h at 60° C., the cooled solution is concentrated in vacuo. The residue is re-dissolved in EtOAc and water, the aq. layer separated off and extracted twice with EtOAc. The organic phases are washed with water, sat. NaHCO3 and brine, dried (Na2SO4) and concentr... Reactants: ClC1=CC(=CC=C1)C(=O)OO (m-chloroperbenzoic acid), O=C1N2[C@@]3(CCCC[C@@H]3C1)C=1N(CC2)C=CC1 ((9bR*,13aR*)-2-oxo-1,4,5,10,11,12,13,13a-octahydro-2H-pyrrolo[2',1':3,4]pyrazino[2,1-i]indole). Run in ClCCl (dichloromethane), ClCCl (dichloromethane), ClCCl (dichloromethane). Reaction conditions: time 4 hour. Yields the product O=C1N2[C@@]3(CCCC[C@@H]3C1)C=1N(CC2)C(CC1)=O ((9bR*,13aR*)-2,7-dioxo-1,4,5,7,8,10,11,12,13,13a-decahydro-2H-pyrrolo[2',1':3,4]pyrazino[2,1-i]indole). Reaction SMILES: ClC1C=CC=C(C(OO)=[O:9])C=1.[O:12]=[C:13]1[CH2:21][C@@H:20]2[C@@:15]3([C:22]4[N:23]([CH:26]=[CH:27][CH:28]=4)[CH2:24][CH2:25][N:14]13)[CH2:16][CH2:17][CH2:18][CH2:19]2>ClCCl>[O:12]=[C:13]1[CH2:21][C@@H:20]2[C@@:15]3([C:22]4[N:23]([C:26](=[O:9])[CH2:27][CH:28]=4)[CH2:24][CH2:25][N:14]13)[CH2:16][CH2:17][CH2:18][CH2:19]2. Reported procedure: A solution of 3.04 g (15 mmol) of m-chloroperbenzoic acid in 30 ml of dichloromethane is added dropwise over a period of 45 minutes, at -15° with stirring, to a solution of 2.3 g (10 mmol) of (9bR*,13aR*)-2-oxo-1,4,5,10,11,12,13,13a-octahydro-2H-pyrrolo[2',1':3,4]pyrazino[2,1-i]indole in 30 ml of dichloromethane. The reaction mixture is then stirred for 4 hours at -15°, then diluted with 100 ml of dichloromethane and washed in succession, ice-cold, with sodium hydrogen sulfite solution (5%) and ... Starting materials: C(C)(C)(C)OC(=O)N1CCN(CC1)C1=NC=C(C=C1)C(NCCC1=CC=CC=C1)=O (4-(5-phenethylcarbamoyl-pyridin-2-yl)-piperazine-1-carboxylic acid tert-butyl ester), C(=O)(OC(C)(C)C)N1CCNCC1 (N-Boc-piperazine), C(C1=CC=CC=C1)N (benzylamine). Product: C(C)(C)(C)OC(=O)N1CCN(CC1)C1=NC=C(C=C1)C(NCC1=CC=CC=C1)=O (4-(5-Benzylcarbamoyl-pyridin-2-yl)-piperazine-1-carboxylic acid tert-butyl ester). RXN SMILES: [C:1]([O:5][C:6]([N:8]1[CH2:13][CH2:12][N:11]([C:14]2[CH:19]=[CH:18][C:17]([C:20](=[O:30])[NH:21][CH2:22][CH2:23][C:24]3[CH:29]=[CH:28][CH:27]=[CH:26]C=3)=[CH:16][N:15]=2)[CH2:10][CH2:9]1)=[O:7])([CH3:4])([CH3:3])[CH3:2].C(N1CCNCC1)(OC(C)(C)C)=O.C(N)C1C=CC=CC=1>>[C:1]([O:5][C:6]([N:8]1[CH2:9][CH2:10][N:11]([C:14]2[CH:19]=[CH:18][C:17]([C:20](=[O:30])[NH:21][CH2:22][C:23]3[CH:24]=[CH:29][CH:28]=[CH:27][CH:26]=3)=[CH:16][N:15]=2)[CH2:12][CH2:13]1)=[O:7])([CH3:3])([CH3:4])[CH3:2]. Procedure: In analogy to example 1 4-(5-phenethylcarbamoyl-pyridin-2-yl)-piperazine-1-carboxylic acid tert-butyl ester was prepared starting from N-Boc-piperazine and using benzylamine in the last coupling step. Light yellow solid. MS (ISP): 397.5 ([M+H]+) Reactants: COc1ccc(C(=O)Cl)cc1, CCCCc1cc2cc([N+](=O)[O-])ccc2o1, Cl[Sn](Cl)(Cl)Cl. Yields the product CCCCc1oc2ccc([N+](=O)[O-])cc2c1C(=O)c1ccc(OC)cc1. RXN SMILES: [C:17]([c:18]1[cH:19][cH:20][c:21]([O:24][CH3:25])[cH:22][cH:23]1)(=[O:26])[Cl:27].[CH2:1]([CH2:2][CH2:3][CH3:4])[c:5]1[o:6][c:7]2[c:8]([cH:9]1)[cH:10][c:11]([N+:14](=[O:15])[O-:16])[cH:12][cH:13]2.[Sn:28]([Cl:29])([Cl:30])([Cl:31])[Cl:32]>>[CH2:1]([CH2:2][CH2:3][CH3:4])[c:5]1[o:6][c:7]2[c:8]([c:9]1[C:17]([c:18]1[cH:19][cH:20][c:21]([O:24][CH3:25])[cH:22][cH:23]1)=[O:26])[cH:10][c:11]([N+:14](=[O:15])[O-:16])[cH:12][cH:13]2. The reactants are C1(=CC=CC=C1)C(C1=CC=2C(=CN=CC2)N1)=NOCCCNC(OC(C)(C)C)=O (tert-butyl 3-[[[phenyl (1H-pyrrolo[2,3-c]pyridin-2-yl)methylene]amino]oxy]propylcarbamate), C(Cl)Cl (methylene chloride), FC(C(=O)O)(F)F (trifluoroacetic acid). Reaction conditions: time 1 hour. Yields the product Cl.NCCCON=C(C1=CC=2C(=CN=CC2)N1)C1=CC=CC=C1 (phenyl(1H-pyrrolo[2,3-c]pyridin-2-yl)methanone O-(3-aminopropyl)oxime hydrochloride). Reaction SMILES: [C:1]1([C:7](=[N:17][O:18][CH2:19][CH2:20][CH2:21][NH:22]C(=O)OC(C)(C)C)[C:8]2[NH:16][C:11]3=[CH:12][N:13]=[CH:14][CH:15]=[C:10]3[CH:9]=2)[CH:6]=[CH:5][CH:4]=[CH:3][CH:2]=1.FC(F)(F)C(O)=O.C(Cl)[Cl:38]>>[ClH:38].[NH2:22][CH2:21][CH2:20][CH2:19][O:18][N:17]=[C:7]([C:1]1[CH:6]=[CH:5][CH:4]=[CH:3][CH:2]=1)[C:8]1[NH:16][C:11]2=[CH:12][N:13]=[CH:14][CH:15]=[C:10]2[CH:9]=1 |f:3.4|. Reported procedure: tert-Butyl 3-[[[phenyl(1H-pyrrolo[2,3-c]pyridin-2-yl)methylene]amino]oxy]propylcarbamate (Example 76) (60 mg, 0.15 mmol) was dissolved in methylene chloride (4 mL) and trifluoroacetic acid (1 mL) was added. The reaction mixture was stirred for 1 h. The solvents were removed under vacuum and the residue was dissolved in ethyl acetate. Saturated sodium bicarbonate solution was added and the mixture was stirred for 10 min. The layers were separated and the aqueous layer extracted with ethyl acetate... Reactants: CCN(CC)CCOc1ccc(N)cc1C, CO, O=C(O)C#Cc1ccc(C(F)(F)F)cc1Cl, ClCCl. Product: CCN(CC)CCOc1ccc(NC(=O)C#Cc2ccc(C(F)(F)F)cc2Cl)cc1C. As a reaction SMILES: [CH2:17]([CH3:18])[N:19]([CH2:20][CH2:21][O:22][c:23]1[c:24]([CH3:30])[cH:25][c:26]([NH2:29])[cH:27][cH:28]1)[CH2:31][CH3:32].[CH3:33][OH:34].[Cl:1][c:2]1[c:3]([C:12]#[C:13][C:14](=[O:15])[OH:16])[cH:4][cH:5][c:6]([C:8]([F:9])([F:10])[F:11])[cH:7]1.[Cl:35][CH2:36][Cl:37]>>[Cl:1][c:2]1[c:3]([C:12]#[C:13][C:14](=[O:16])[NH:29][c:26]2[cH:25][c:24]([CH3:30])[c:23]([O:22][CH2:21][CH2:20][N:19]([CH2:17][CH3:18])[CH2:31][CH3:32])[cH:28][cH:27]2)[cH:4][cH:5][c:6]([C:8]([F:9])([F:10])[F:11])[cH:7]1.